This data is from the Open Reaction Database (ORD), a public repository of structured organic reaction records. The task is: describe an organic reaction: reactants, conditions, products, and yield Starting materials: BrC1=C(C(=C(OC(CC)C=2NCCN2)C(=C1)C)C)[N+](=O)[O-] (4,5-dihydro-2-[1-(4-bromo-2,6-dimethyl-3-nitrophenoxy)propyl]-1H-imidazole). The reagents and catalysts are C(C)O (ethanol). Product: Br.N1C(=NCC1)C(C)OC=1C(=C(C=CC1C)N)C (3-[1-(4,5-dihydro-1H-imidazol-2-yl)ethoxy]-2,4-dimethylbenzenamine hydrobromide). The yield is 85.8%. RXN SMILES: [Br:1][C:2]1[CH:16]=[C:15]([CH3:17])[C:5]([O:6][CH:7]([C:10]2[NH:11][CH2:12][CH2:13][N:14]=2)[CH2:8]C)=[C:4]([CH3:18])[C:3]=1[N+:19]([O-])=O>C(O)C>[BrH:1].[NH:14]1[CH2:13][CH2:12][N:11]=[C:10]1[CH:7]([O:6][C:5]1[C:4]([CH3:18])=[C:3]([NH2:19])[CH:2]=[CH:16][C:15]=1[CH3:17])[CH3:8] |f:2.3|. Procedure: The title product of Example 6 (14.8 g) was hydrogenated in ethanol using 10% palladium on carbon as catalyst. Insolubles were removed by filtration and the filtrate was concentrated to an oil which solidified upon standing. The solid was triturated with diethyl ether and collected by filtration, giving the debrominated title compound (11.2 g) as a hydrated hydrobromide salt. Structure assignment was supported by nmr and infrared spectra and by elemental analysis. Reported procedure: To a solution of (2R)-3-[1-amino-7-(trifluoromethoxy)isoquinolin-6-yl]-2-[(3S)-2-oxo-3-({[2-(pyrrolidin-1-yl)-1,3-thiazol-5-yl]sulfonyl}amino)pyrrolidin-1-yl]propanoic acid hydrochloride (compound of example 4) (0.5 g, 0.73 mmol) in anhydrous DMF (3 ml) were added potassium carbonate (0.3 g, 2.2 mmol) and chloromethyl cyclohexyl carbonate (0.21 g, 1.1 mmol), followed by potassium iodide (12 mg, 0.07 mmol). The reaction mixture was stirred at room temperature under nitrogen for 12 hours, and then... RXN SMILES: Cl.[NH2:2][C:3]1[C:12]2[C:7](=[CH:8][C:9]([CH2:18][C@@H:19]([N:23]3[CH2:27][CH2:26][C@H:25]([NH:28][S:29]([C:32]4[S:36][C:35]([N:37]5[CH2:41][CH2:40][CH2:39][CH2:38]5)=[N:34][CH:33]=4)(=[O:31])=[O:30])[C:24]3=[O:42])[C:20]([OH:22])=[O:21])=[C:10]([O:13][C:14]([F:17])([F:16])[F:15])[CH:11]=2)[CH:6]=[CH:5][N:4]=1.C(=O)([O-])[O-].[K+].[K+].[C:49](=[O:60])([O:53][CH:54]1[CH2:59][CH2:58][CH2:57][CH2:56][CH2:55]1)[O:50][CH2:51]Cl.[I-].[K+]>CN(C=O)C.O>[NH2:2][C:3]1[C:12]2[C:7](=[CH:8][C:9]([CH2:18][C@@H:19]([N:23]3[CH2:27][CH2:26][C@H:25]([NH:28][S:29]([C:32]4[S:36][C:35]([N:37]5[CH2:41][CH2:40][CH2:39][CH2:38]5)=[N:34][CH:33]=4)(=[O:31])=[O:30])[C:24]3=[O:42])[C:20]([O:22][CH2:51][O:50][C:49]([O:53][CH:54]3[CH2:59][CH2:58][CH2:57][CH2:56][CH2:55]3)=[O:60])=[O:21])=[C:10]([O:13][C:14]([F:15])([F:17])[F:16])[CH:11]=2)[CH:6]=[CH:5][N:4]=1 |f:0.1,2.3.4,6.7|. Run in CN(C)C=O (DMF), O (water). Conditions: time 12 hour. Reactants: Cl.NC1=NC=CC2=CC(=C(C=C12)OC(F)(F)F)C[C@H](C(=O)O)N1C([C@H](CC1)NS(=O)(=O)C1=CN=C(S1)N1CCCC1)=O ((R)-3-(1-Amino-7-trifluoromethoxy-isoquinolin-6-yl)-2-[(S)-2-oxo-3-(2-pyrrolidin-1-yl-thiazole-5-sulfonylamino)-pyrrolidin-1-yl]-propionic acid hydrochloride), Cl.NC1=NC=CC2=CC(=C(C=C12)OC(F)(F)F)C[C@H](C(=O)O)N1C([C@H](CC1)NS(=O)(=O)C1=CN=C(S1)N1CCCC1)=O ((R)-3-(1-Amino-7-trifluoromethoxy-isoquinolin-6-yl)-2-[(S)-2-oxo-3-(2-pyrrolidin-1-yl-thiazole-5-sulfonylamino)-pyrrolidin-1-yl]-propionic acid hydrochloride), C([O-])([O-])=O.[K+].[K+] (potassium carbonate), C(OCCl)(OC1CCCCC1)=O (chloromethyl cyclohexyl carbonate), [I-].[K+] (potassium iodide). The product is NC1=NC=CC2=CC(=C(C=C12)OC(F)(F)F)C[C@H](C(=O)OCOC(=O)OC1CCCCC1)N1C([C@H](CC1)NS(=O)(=O)C1=CN=C(S1)N1CCCC1)=O ({[(cyclohexyloxy)carbonyl]oxy}methyl (2R)-3-[1-amino-7-(trifluoromethoxy)isoquinolin-6-yl]-2-[(3S)-2-oxo-3-({[2-(pyrrolidin-1-yl)-1,3-thiazol-5-yl]sulfonyl}amino)pyrrolidin-1-yl]propanoate). Reactants: Cl[Si]1(C2=CC=CC=C2C=2C=CC=CC12)Cl (9,9-Dichloro-9-silafluorene), C(C)(C)(C)C=1C=C(C=C(C1)C(C)(C)C)C1=C2C=C(CC2=CC=C1)C.[Li] (lithium 4-(3′,5′-di-t-butylphenyl)-2-methylindene). The solvent is C1CCOC1 (THF). Run at time 8 hour. Product: C(C)(C)(C)C=1C=C(C=C(C1)C(C)(C)C)C1=C2C=C(CC2=CC=C1)C (4-(3′,5′-di-t-butylphenyl)-2-methylindene). As a reaction SMILES: Cl[Si]1(Cl)C2C=CC=CC=2C2C1=CC=CC=2.[C:16]([C:20]1[CH:21]=[C:22]([C:30]2[CH:38]=[CH:37][CH:36]=[C:35]3[C:31]=2[CH:32]=[C:33]([CH3:39])[CH2:34]3)[CH:23]=[C:24]([C:26]([CH3:29])([CH3:28])[CH3:27])[CH:25]=1)([CH3:19])([CH3:18])[CH3:17].[Li]>C1COCC1>[C:16]([C:20]1[CH:21]=[C:22]([C:30]2[CH:38]=[CH:37][CH:36]=[C:35]3[C:31]=2[CH:32]=[C:33]([CH3:39])[CH2:34]3)[CH:23]=[C:24]([C:26]([CH3:29])([CH3:28])[CH3:27])[CH:25]=1)([CH3:17])([CH3:18])[CH3:19] |f:1.2,^1:39|. Procedure: 9,9-Dichloro-9-silafluorene (1.2 g, 9.2 mmol) was dissolved in 80 mL of THF. To this solution was slowly added lithium 4-(3′,5′-di-t-butylphenyl)-2-methylindene (3.0 g, 9.2 mmol) as a dry powder and the solution was stirred overnight. After this time, the solvent was removed in vacuo and the residue was taken up in diethyl ether. The solution was filtered through a frit to remove LiCl and the solvent was removed in vacuo and used as a crude product (4.1 g) for the next step. The reactants are CCN1C(=O)CC2(CNC(=O)C2)C1=O, CN(C)C=O, ClCc1ccccc1, [H-], [Na+]. The product is CCN1C(=O)CC2(CC(=O)N(Cc3ccccc3)C2)C1=O. RXN SMILES: [CH2:3]([CH3:4])[N:5]1[C:6](=[O:16])[C:7]2([CH2:8][C:9]1=[O:10])[CH2:11][NH:12][C:13](=[O:15])[CH2:14]2.[CH3:25][N:26]([CH3:27])[CH:28]=[O:29].[Cl:17][CH2:18][c:19]1[cH:20][cH:21][cH:22][cH:23][cH:24]1.[H-:1].[Na+:2]>>[CH2:3]([CH3:4])[N:5]1[C:6](=[O:16])[C:7]2([CH2:8][C:9]1=[O:10])[CH2:11][N:12]([CH2:18][c:19]1[cH:20][cH:21][cH:22][cH:23][cH:24]1)[C:13](=[O:15])[CH2:14]2.